This data is from the Open Reaction Database (ORD), a public repository of structured organic reaction records. The task is: describe an organic reaction: reactants, conditions, products, and yield Reactants: C1(=CC=CC=C1)C[C@H](C(=O)O[C@H]1CN2CCC1CC2)NC2=CC=CC=C2 ((R)—((R)-quinuclidin-3-yl) 3-phenyl-2-(phenylamino)propanoate), BrCC(=O)C1=CC=CC=C1 (2-bromo-1-phenylethanone). The product is [Br-].O=C(C[N+]12C[C@@H](C(CC1)CC2)OC([C@@H](CC2=CC=CC=C2)NC2=CC=CC=C2)=O)C2=CC=CC=C2 ((R)-1-(2-oxo-2-phenylethyl)-3-((R)-3-phenyl-2-(phenylamino)propanoyloxy)-1-azoniabicyclo[2.2.2]octane bromide). Isolated yield 98.1%. RXN SMILES: [C:1]1([CH2:7][C@@H:8]([NH:20][C:21]2[CH:26]=[CH:25][CH:24]=[CH:23][CH:22]=2)[C:9]([O:11][C@@H:12]2[CH:17]3[CH2:18][CH2:19][N:14]([CH2:15][CH2:16]3)[CH2:13]2)=[O:10])[CH:6]=[CH:5][CH:4]=[CH:3][CH:2]=1.[Br:27][CH2:28][C:29]([C:31]1[CH:36]=[CH:35][CH:34]=[CH:33][CH:32]=1)=[O:30]>>[Br-:27].[O:30]=[C:29]([C:31]1[CH:36]=[CH:35][CH:34]=[CH:33][CH:32]=1)[CH2:28][N+:14]12[CH2:15][CH2:16][CH:17]([CH2:18][CH2:19]1)[C@@H:12]([O:11][C:9](=[O:10])[C@H:8]([NH:20][C:21]1[CH:26]=[CH:25][CH:24]=[CH:23][CH:22]=1)[CH2:7][C:1]1[CH:2]=[CH:3][CH:4]=[CH:5][CH:6]=1)[CH2:13]2 |f:2.3|. Procedure: To a solution of (R)—((R)-quinuclidin-3-yl) 3-phenyl-2-(phenylamino)propanoate (Diastereoisomer 1 of C22) (50.0 mg, 0.14 mmol), is added 2-bromo-1-phenylethanone (28.4 mg, 0.14 mmol) and the mixture reacted in a closed vessel under MW irradiation for 1 hour at 100° C. (LC-MS monitoring: complete conversion). Solvent is removed under reduced pressure and residue is triturated with EtOAc to obtain the title compound as a white solid (75.5 mg, 98% yield, bromide salt, single diastereoisomer). Starting materials: BrC=1C=C(C=C(C1)C=1C=NC=CC1)NC(OC1=CC=CC=C1)=O (phenyl N-[3-bromo-5-(pyrid-3-yl)phenyl]carbamate), COC=1C=C2CCNC2=CC1C(F)(F)F (5-methoxy-6-trifluoromethylindoline). Product: BrC=1C=C(C=C(C1)NC(=O)N1CCC2=CC(=C(C=C12)C(F)(F)F)OC)C=1C=NC=CC1 (1-[5-Bromo-3-(pyrid-3-yl)phenylcarbamoyl]-5-methoxy-6-trifluoromethylindoline). As a reaction SMILES: [Br:1][C:2]1[CH:3]=[C:4]([NH:14][C:15](=[O:23])OC2C=CC=CC=2)[CH:5]=[C:6]([C:8]2[CH:9]=[N:10][CH:11]=[CH:12][CH:13]=2)[CH:7]=1.[CH3:24][O:25][C:26]1[CH:27]=[C:28]2[C:32](=[CH:33][C:34]=1[C:35]([F:38])([F:37])[F:36])[NH:31][CH2:30][CH2:29]2>>[Br:1][C:2]1[CH:7]=[C:6]([C:8]2[CH:9]=[N:10][CH:11]=[CH:12][CH:13]=2)[CH:5]=[C:4]([NH:14][C:15]([N:31]2[C:32]3[C:28](=[CH:27][C:26]([O:25][CH3:24])=[C:34]([C:35]([F:37])([F:38])[F:36])[CH:33]=3)[CH2:29][CH2:30]2)=[O:23])[CH:3]=1. Procedure: The title compound was prepared from phenyl N-[3-bromo-5-(pyrid-3-yl)phenyl]carbamate (D21) and 5-methoxy-6-trifluoromethylindoline (D11) using the method of Example 28.